Dataset: the Open Reaction Database (ORD), a public repository of structured organic reaction records. Task: describe an organic reaction: reactants, conditions, products, and yield Starting materials: [Al+3], ClCCl, C#C, [Cl-], [Cl-], [Cl-], ClCCCl, O=C(Cl)c1cc(F)c(Cl)cc1Cl. Yields the product O=C(C=CCl)c1cc(F)c(Cl)cc1Cl. As a reaction SMILES: [Al+3:14].[CH2:23]([Cl:24])[Cl:25].[CH:21]#[CH:22].[Cl-:13].[Cl-:15].[Cl-:16].[Cl:17][CH2:18][CH2:19][Cl:20].[Cl:1][c:2]1[c:3]([C:4](=[O:5])[Cl:6])[cH:7][c:8]([F:12])[c:9]([Cl:11])[cH:10]1>>[Cl:1][c:2]1[c:3]([C:4](=[O:5])[CH:19]=[CH:18][Cl:17])[cH:7][c:8]([F:12])[c:9]([Cl:11])[cH:10]1. Reactants: COC(=O)C1CC2CCCC(C1)C2N1CC(CO)C(C)(C)C1=O, CN1CCCN(C)C1=O, N#Cc1ccc(Cl)nc1, [H-], [Na+], C1CCOC1. Product: COC(=O)C1CC2CCCC(C1)C2N1CC(COc2ccc(C#N)cn2)C(C)(C)C1=O. Reaction SMILES: [CH3:3][O:4][C:5](=[O:6])[CH:7]1[CH2:8][CH:9]2[CH2:10][CH2:11][CH2:12][CH:13]([CH2:14]1)[CH:15]2[N:16]1[C:17](=[O:25])[C:18]([CH3:23])([CH3:24])[CH:19]([CH2:21][OH:22])[CH2:20]1.[CH3:40][N:41]1[CH2:42][CH2:43][CH2:44][N:45]([CH3:46])[C:47]1=[O:48].[Cl:26][c:27]1[n:28][cH:29][c:30]([C:31]#[N:32])[cH:33][cH:34]1.[H-:2].[Na+:1].[O:35]1[CH2:36][CH2:37][CH2:38][CH2:39]1>>[CH3:3][O:4][C:5](=[O:6])[CH:7]1[CH2:8][CH:9]2[CH2:10][CH2:11][CH2:12][CH:13]([CH2:14]1)[CH:15]2[N:16]1[C:17](=[O:25])[C:18]([CH3:23])([CH3:24])[CH:19]([CH2:21][O:22][c:27]2[n:28][cH:29][c:30]([C:31]#[N:32])[cH:33][cH:34]2)[CH2:20]1. The reactants are CO, CCOC(C)=O, Cl, [Li+], [OH-], O, CCOC(=O)c1csc(-c2ccc3c(c2)N(C(=O)Nc2nc4ccccc4s2)CC3)n1. The product is O=C(O)c1csc(-c2ccc3c(c2)N(C(=O)Nc2nc4ccccc4s2)CC3)n1. Reaction SMILES: [CH3:36][OH:37].[CH3:38][CH2:39][O:40][C:41]([CH3:42])=[O:43].[ClH:35].[Li+:33].[OH-:32].[OH2:34].[s:1]1[c:2]([NH:10][C:11](=[O:12])[N:13]2[CH2:14][CH2:15][c:16]3[cH:17][cH:18][c:19](-[c:22]4[s:23][cH:24][c:25]([C:27](=[O:28])[O:29][CH2:30][CH3:31])[n:26]4)[cH:20][c:21]32)[n:3][c:4]2[c:5]1[cH:6][cH:7][cH:8][cH:9]2>>[s:1]1[c:2]([NH:10][C:11](=[O:12])[N:13]2[CH2:14][CH2:15][c:16]3[cH:17][cH:18][c:19](-[c:22]4[s:23][cH:24][c:25]([C:27](=[O:28])[OH:29])[n:26]4)[cH:20][c:21]32)[n:3][c:4]2[c:5]1[cH:6][cH:7][cH:8][cH:9]2. The reactants are C(C)(C)(C)OC(NC(C)(C)C1=NOC(=N1)N)=O ([1-(5-amino-[1,2,4]oxadiazol-3-yl)-1-methyl-ethyl]carbamic acid tert-butyl ester), Cl (HCl), O1CCOCC1 (dioxane). Run in C(C)O (ethanol). Run at time 16 hour. The product is Cl.NC(C)(C)C1=NOC(=N1)N (3-(1-Amino-1-methyl-ethyl)-[1,2,4]oxadiazol-5-ylamine hydrochloride). RXN SMILES: C(OC(=O)[NH:7][C:8]([C:11]1[N:15]=[C:14]([NH2:16])[O:13][N:12]=1)([CH3:10])[CH3:9])(C)(C)C.[ClH:18].O1CCOCC1>C(O)C>[ClH:18].[NH2:7][C:8]([C:11]1[N:15]=[C:14]([NH2:16])[O:13][N:12]=1)([CH3:10])[CH3:9] |f:4.5|. Procedure: To a solution of [1-(5-amino-[1,2,4]oxadiazol-3-yl)-1-methyl-ethyl]carbamic acid tert-butyl ester (1.6 g, 6.6 mmol) in ethanol (30 mL) was added HCl in dioxane (4 M, 6.6 ml, 26.4 mmol) and the reaction mixture was stirred 16 hours at room temperature. The reaction mixture was concentrated in vacuo and dried by applying high vacuum at 40° C. for 4 hours to give the title compound as off-white solid (1.2 g, quant.); LC-MS (UV peak area/ESI) 99.9%, 143.0927 (M+H)+. Starting materials: O(C1=CC=CC=C1)C1=CC=C(C=O)C=C1 (4-phenoxybenzaldehyde), CSCCN (2-methylthioethylamine). Product: CSCCNCC1=CC=C(C=C1)OC1=CC=CC=C1 (N-(2-Methylthioethyl)-N-(4-phenoxybenzyl)amine). The yield is 92.5%. RXN SMILES: [O:1]([C:8]1[CH:15]=[CH:14][C:11]([CH:12]=O)=[CH:10][CH:9]=1)[C:2]1[CH:7]=[CH:6][CH:5]=[CH:4][CH:3]=1.[CH3:16][S:17][CH2:18][CH2:19][NH2:20]>>[CH3:16][S:17][CH2:18][CH2:19][NH:20][CH2:12][C:11]1[CH:14]=[CH:15][C:8]([O:1][C:2]2[CH:7]=[CH:6][CH:5]=[CH:4][CH:3]=2)=[CH:9][CH:10]=1. Reported procedure: Following the procedure described in Example 68A, 4-phenoxybenzaldehyde (1.98 g, 10 mmol) and 2-methylthioethylamine (0.912 g, 10 mmol) were combined to give the title compound (2.53 g, 93%) 1H NMR (300 MHz, CDCl3) δ 7.32 (m, 4 H), 7.09. (t, 1 H), 6.97 (m, 4 H), 3.80 (s, 2 H), 2.84 9t, 2 H), 2.68 (t, 2 H), 2.10 (s, 3 H). Starting materials: CC(=O)O, [Fe], N#CC=Cc1cccc([N+](=O)[O-])c1. Product: N#CC=Cc1cccc(N)c1. RXN SMILES: [C:14]([OH:15])(=[O:16])[CH3:17].[Fe:18].[N+:1]([O-:2])(=[O:3])[c:4]1[cH:5][c:6]([CH:10]=[CH:11][C:12]#[N:13])[cH:7][cH:8][cH:9]1>>[NH2:1][c:4]1[cH:5][c:6]([CH:10]=[CH:11][C:12]#[N:13])[cH:7][cH:8][cH:9]1.